Dataset: the Open Reaction Database (ORD), a public repository of structured organic reaction records. Task: describe an organic reaction: reactants, conditions, products, and yield Reactants: ClCCl, CC(C)(C)OC(=O)NC1CCN(CCn2c(=O)cnc3cc(F)c(F)cc32)CC1, NC1CCN(CCn2c(=O)cnc3ccc(F)cc32)CC1, O=C(O)C(F)(F)F. The product is NC1CCN(CCn2c(=O)cnc3cc(F)c(F)cc32)CC1. Reaction SMILES: [Cl:58][CH2:59][Cl:60].[F:1][c:2]1[cH:3][c:4]2[n:5][cH:6][c:7](=[O:29])[n:8]([CH2:13][CH2:14][N:15]3[CH2:16][CH2:17][CH:18]([NH:21][C:22](=[O:23])[O:24][C:25]([CH3:26])([CH3:27])[CH3:28])[CH2:19][CH2:20]3)[c:9]2[cH:10][c:11]1[F:12].[NH2:37][CH:38]1[CH2:39][CH2:40][N:41]([CH2:42][CH2:43][n:44]2[c:45]3[c:46]([cH:47][cH:48][c:49]([F:50])[cH:51]3)[n:52][cH:53][c:54]2=[O:55])[CH2:56][CH2:57]1.[OH:30][C:31]([C:32]([F:33])([F:34])[F:35])=[O:36]>>[F:1][c:2]1[cH:3][c:4]2[n:5][cH:6][c:7](=[O:29])[n:8]([CH2:13][CH2:14][N:15]3[CH2:16][CH2:17][CH:18]([NH2:21])[CH2:19][CH2:20]3)[c:9]2[cH:10][c:11]1[F:12]. Starting materials: NC1=NC(=CC(=N1)C)C (2-amino-4,-6-dimethypyrimidine), C1(=CC=CC=C1)S(=O)(=O)N=C=S (benzenesulfonyl isothiocyanate). The solvent is C(C)#N (acetonitrile). Yields the product CC1=NC(=NC(=C1)C)NC(NS(=O)(=O)C1=CC=CC=C1)=S (N-[(4,6-Dimethylpyrimidin-2-yl)aminothioxomethyl]benzenesulfonamide). As a reaction SMILES: [NH2:1][C:2]1[N:7]=[C:6]([CH3:8])[CH:5]=[C:4]([CH3:9])[N:3]=1.[C:10]1([S:16]([N:19]=[C:20]=[S:21])(=[O:18])=[O:17])[CH:15]=[CH:14][CH:13]=[CH:12][CH:11]=1>C(#N)C>[CH3:9][C:4]1[CH:5]=[C:6]([CH3:8])[N:7]=[C:2]([NH:1][C:20](=[S:21])[NH:19][S:16]([C:10]2[CH:15]=[CH:14][CH:13]=[CH:12][CH:11]=2)(=[O:18])=[O:17])[N:3]=1. Reported procedure: To a dry suspension of 12.4 g of 2-amino-4,-6-dimethypyrimidine in 60 ml of acetonitrile was added 19.9 g of benzenesulfonyl isothiocyanate. The heavy white precipitate which formed was removed by filtration and washed with anhydrous ethyl ether. It melted at 165°170°. The product was N-[(4,6-dimethylpyrimidin-2-yl)-aminothioxomethyl]benzenesulfonamide. The reactants are Cc1ccc(N)cc1-c1ccc(C(=O)NCC2CC2)cc1, O=C(O)c1ccno1. Product: Cc1ccc(NC(=O)c2ccno2)cc1-c1ccc(C(=O)NCC2CC2)cc1. RXN SMILES: [NH2:1][c:2]1[cH:3][cH:4][c:5]([CH3:21])[c:6](-[c:8]2[cH:9][cH:10][c:11]([C:14](=[O:15])[NH:16][CH2:17][CH:18]3[CH2:19][CH2:20]3)[cH:12][cH:13]2)[cH:7]1.[o:22]1[n:23][cH:24][cH:25][c:26]1[C:27](=[O:28])[OH:29]>>[NH:1]([c:2]1[cH:3][cH:4][c:5]([CH3:21])[c:6](-[c:8]2[cH:9][cH:10][c:11]([C:14](=[O:15])[NH:16][CH2:17][CH:18]3[CH2:19][CH2:20]3)[cH:12][cH:13]2)[cH:7]1)[C:27]([c:26]1[o:22][n:23][cH:24][cH:25]1)=[O:28]. The reactants are BrC1=CC=C(C=C1)C1=CC(=C(C=C1)F)F (4-bromo-3',4'-difluorobiphenyl), [Mg] (magnesium), CC(CC[Si@@H]1CC[C@H](CC1)CCC1CCC(CC1)Br)C (4-(2-(trans-4-(3-methylbutyl)-4-silacyclohexyl)ethyl)cyclohexyl bromide). The reagents and catalysts are [Cu]Cl (copper (I) chloride). The solvent is C1CCOC1 (THF), C1CCOC1 (THF). Yields the product CC(CC[Si@@H]1CC[C@H](CC1)CC[C@@H]1CC[C@H](CC1)C1=CC=C(C=C1)C1=CC(=C(C=C1)F)F)C (4-(trans-4-(2-(trans-4-(3-methylbutyl)-4-silacyclohexyl)ethyl)cyclohexyl)-3',4'-difluorobiphenyl). Yield: 73.0%. Reaction SMILES: Br[C:2]1[CH:7]=[CH:6][C:5]([C:8]2[CH:13]=[CH:12][C:11]([F:14])=[C:10]([F:15])[CH:9]=2)=[CH:4][CH:3]=1.[Mg].[CH3:17][CH:18]([CH3:36])[CH2:19][CH2:20][Si@H:21]1[CH2:26][CH2:25][C@H:24]([CH2:27][CH2:28][CH:29]2[CH2:34][CH2:33][CH:32](Br)[CH2:31][CH2:30]2)[CH2:23][CH2:22]1>[Cu]Cl.C1COCC1>[CH3:17][CH:18]([CH3:36])[CH2:19][CH2:20][Si@H:21]1[CH2:22][CH2:23][C@H:24]([CH2:27][CH2:28][C@H:29]2[CH2:30][CH2:31][C@H:32]([C:2]3[CH:7]=[CH:6][C:5]([C:8]4[CH:13]=[CH:12][C:11]([F:14])=[C:10]([F:15])[CH:9]=4)=[CH:4][CH:3]=3)[CH2:33][CH2:34]2)[CH2:25][CH2:26]1. Reported procedure: 26.9 g (0.1 mol) of 4-bromo-3',4'-difluorobiphenyl was dripped into a mixture of 2.5 g (0.11 mol) of magnesium and 300 ml of THF to obtain a Grignard's reagent. This solution was then dripped into a 500 ml THF solution of 0.5 g of copper (I) chloride and 85.9 g (0.1 mol) of 4-(2-(trans-4-(3-methylbutyl)-4-silacyclohexyl)ethyl)cyclohexyl bromide. After a conventional after treatment, 4-(trans-4-(2-(trans-4-(3-methylbutyl)-4-silacyclohexyl)ethyl)cyclohexyl)-3',4'-difluorobiphenyl was obtained. The...